This data is from the Open Reaction Database (ORD), a public repository of structured organic reaction records. The task is: describe an organic reaction: reactants, conditions, products, and yield Reactants: O=C([O-])O, C1COCCO1, Cc1ccc(C(=O)OC(C(=O)O)C(OC(=O)c2ccc(C)cc2)C(=O)O)cc1, Cc1ccccc1, COC(=O)CC1c2cccc(F)c2N=C(N2CCN(c3cccc(OC)c3)CC2)N1c1cc(C(F)(F)F)ccc1OC, [Na+], [Na+], [OH-]. The product is COc1cccc(N2CCN(C3=Nc4c(F)cccc4C(CC(=O)O)N3c3cc(C(F)(F)F)ccc3OC)CC2)c1. RXN SMILES: [C:71](=[O:72])([OH:73])[O-:74].[CH2:85]1[O:86][CH2:87][CH2:88][O:89][CH2:90]1.[CH3:43][c:44]1[cH:45][cH:46][c:47]([C:48]([O:49][CH:50]([CH:51]([O:52][C:53](=[O:54])[c:55]2[cH:56][cH:57][c:58]([CH3:59])[cH:60][cH:61]2)[C:62]([OH:63])=[O:64])[C:65]([OH:66])=[O:67])=[O:68])[cH:69][cH:70]1.[CH3:78][c:79]1[cH:80][cH:81][cH:82][cH:83][cH:84]1.[F:1][c:2]1[cH:3][cH:4][cH:5][c:6]2[c:11]1[N:10]=[C:9]([N:12]1[CH2:13][CH2:14][N:15]([c:18]3[cH:19][c:20]([O:24][CH3:25])[cH:21][cH:22][cH:23]3)[CH2:16][CH2:17]1)[N:8]([c:26]1[c:27]([O:36][CH3:37])[cH:28][cH:29][c:30]([C:32]([F:33])([F:34])[F:35])[cH:31]1)[CH:7]2[CH2:38][C:39](=[O:40])[O:41][CH3:42].[Na+:75].[Na+:77].[OH-:76]>>[F:1][c:2]1[cH:3][cH:4][cH:5][c:6]2[c:11]1[N:10]=[C:9]([N:12]1[CH2:13][CH2:14][N:15]([c:18]3[cH:19][c:20]([O:24][CH3:25])[cH:21][cH:22][cH:23]3)[CH2:16][CH2:17]1)[N:8]([c:26]1[c:27]([O:36][CH3:37])[cH:28][cH:29][c:30]([C:32]([F:33])([F:34])[F:35])[cH:31]1)[CH:7]2[CH2:38][C:39](=[O:40])[OH:41]. Starting materials: C(CCCCCCCCCCCCC#C)O (pentadec-14-yn-1-ol), CC(C)(C)[Si](C1=CC=CC=C1)(C2=CC=CC=C2)Cl (TBDPSCl). Yields the product C(C)(C)(C)[Si](C1=CC=CC=C1)(C1=CC=CC=C1)OCCCCCCCCCCCCCC#C (tert-butyl(pentadec-14-ynyloxy)diphenylsilane). Yield: 91.9%. RXN SMILES: [CH2:1]([OH:16])[CH2:2][CH2:3][CH2:4][CH2:5][CH2:6][CH2:7][CH2:8][CH2:9][CH2:10][CH2:11][CH2:12][CH2:13][C:14]#[CH:15].[CH3:17][C:18]([Si:21](Cl)([C:28]1[CH:33]=[CH:32][CH:31]=[CH:30][CH:29]=1)[C:22]1[CH:27]=[CH:26][CH:25]=[CH:24][CH:23]=1)([CH3:20])[CH3:19]>>[C:18]([Si:21]([O:16][CH2:1][CH2:2][CH2:3][CH2:4][CH2:5][CH2:6][CH2:7][CH2:8][CH2:9][CH2:10][CH2:11][CH2:12][CH2:13][C:14]#[CH:15])([C:28]1[CH:33]=[CH:32][CH:31]=[CH:30][CH:29]=1)[C:22]1[CH:23]=[CH:24][CH:25]=[CH:26][CH:27]=1)([CH3:20])([CH3:17])[CH3:19]. Procedure details: Silylation of pentadec-14-yn-1-ol (8.80 g, 39.28 mmol) using TBDPSCl (12.92 g, 47.14 mmol) as described above gave tert-butyl(pentadec-14-ynyloxy)diphenylsilane (16.7 g, 87%) as a colorless oil. TLC: 6% EtOAc/hexanes, Rf≈0.6; 1H NMR (CDCl3, 300 MHz) δ 7.65-7.68 (m, 4H), 7.34-7.42 (m, 6H), 3.65 (t, J=7.3 Hz, 2H), 2.15-2.21 (m, 2H), 1.94 (t, J=1.9 Hz, 1H), 1.20-1.60 (m, 22H), 1.04 (s, 9H).